Dataset: the Open Reaction Database (ORD), a public repository of structured organic reaction records. Task: describe an organic reaction: reactants, conditions, products, and yield Solvent: CN(C)C=O (DMF). Starting materials: CCOC(=O)C (EtOAc), CN(C(C(CC(=O)OC(C)(C)C)C1=CC=C(C=C1)O)=O)[C@@H](C(=O)OC)C (Methyl 2-[N-Methyl-N-((R/S)-α-t-butoxycarbonylmethyl-4-hydroxyphenylacetyl)amino]-(R)-propionate), FC(C=1C=C(CBr)C=C(C1)C(F)(F)F)(F)F (3,5-bistrifluoromethylbenzyl bromide), C(=O)([O-])[O-].[K+].[K+] (K2CO3). Isolated yield 60.2%. Yields the product CN(C(C(CC(=O)OC(C)(C)C)C1=CC=C(C=C1)OCC1=CC(=CC(=C1)C(F)(F)F)C(F)(F)F)=O)[C@@H](C(=O)OC)C (Methyl 2-{N-Methyl-N-[(R/S)-α-t-butoxycarbonylmethyl-4-(3,5-bistrifluoromethylbenzyloxy)phenylacetyl]amino}-(R)-propionate). Reported procedure: A solution of methyl 2-UN-methyl-N-((R/S)-α-t-butoxycarbonylmethyl-4-hydroxyphenylacetyl)amino]-(R)-propionate 48d (1.5 g, 4.1 mmol) and 3,5-bistrifluoromethylbenzyl bromide (1.3 g, 4.2 mmol) in DMF (10 mL) was stirred at 60° C. overnight in the presence of K2CO3 (1.14 g, 8 mmol). After cooling to room temperature, EtOAc was added and the solution was washed with brine three times, dried over MgSO4, and concentrated. Purification on a silica gel column by eluting with 40% EtOAc/hexane afforded t... As a reaction SMILES: [CH3:1][N:2]([C@H:21]([CH3:26])[C:22]([O:24][CH3:25])=[O:23])[C:3](=[O:20])[CH:4]([C:13]1[CH:18]=[CH:17][C:16]([OH:19])=[CH:15][CH:14]=1)[CH2:5][C:6]([O:8][C:9]([CH3:12])([CH3:11])[CH3:10])=[O:7].[F:27][C:28]([F:42])([F:41])[C:29]1[CH:30]=[C:31]([CH:34]=[C:35]([C:37]([F:40])([F:39])[F:38])[CH:36]=1)[CH2:32]Br.C([O-])([O-])=O.[K+].[K+].CCOC(C)=O>CN(C=O)C>[CH3:1][N:2]([C@H:21]([CH3:26])[C:22]([O:24][CH3:25])=[O:23])[C:3](=[O:20])[CH:4]([C:13]1[CH:18]=[CH:17][C:16]([O:19][CH2:32][C:31]2[CH:34]=[C:35]([C:37]([F:39])([F:40])[F:38])[CH:36]=[C:29]([C:28]([F:27])([F:41])[F:42])[CH:30]=2)=[CH:15][CH:14]=1)[CH2:5][C:6]([O:8][C:9]([CH3:12])([CH3:11])[CH3:10])=[O:7] |f:2.3.4|.